Dataset: the Open Reaction Database (ORD), a public repository of structured organic reaction records. Task: describe an organic reaction: reactants, conditions, products, and yield The reactants are ClC1=CC=CC(=N1)COC=1C=C(C=C2C=C(NC12)C=1SC(CN1)CC(=O)O)OC1=CC=C(C=C1)S(=O)(=O)C ((2-{7-[(6-chloropyridin-2-yl)methoxy]-5-[4-(methylsulfonyl)phenoxy]-1H-indol-2-yl}-4,5-dihydro-1,3-thiazol-5-yl)acetic acid), Cl.CN(CCCN=C=NCC)C (3-(dimethylamino)propyl-3-ethylcarbodiimide hydrochloride), [NH4+].ON1N=NC2=C1C=CC=C2 (1-hydroxybenzotriazole ammonium salt), CN(C=O)C (N,N-dimethylformamide). Run in O (Water). Run at time 15.5 hour. The product is ClC1=CC=CC(=N1)COC=1C=C(C=C2C=C(NC12)C=1SC(CN1)CC(=O)N)OC1=CC=C(C=C1)S(=O)(=O)C (2-(2-{7-[(6-Chloropyridin-2-yl)methoxy]-5-[4-(methylsulfonyl)phenoxy]-1H-indol-2-yl}-4,5-dihydro-1,3-thiazol-5-yl)acetamide). Yield: 64.0%. RXN SMILES: [Cl:1][C:2]1[N:7]=[C:6]([CH2:8][O:9][C:10]2[CH:11]=[C:12]([O:28][C:29]3[CH:34]=[CH:33][C:32]([S:35]([CH3:38])(=[O:37])=[O:36])=[CH:31][CH:30]=3)[CH:13]=[C:14]3[C:18]=2[NH:17][C:16]([C:19]2[S:20][CH:21]([CH2:24][C:25](O)=[O:26])[CH2:22][N:23]=2)=[CH:15]3)[CH:5]=[CH:4][CH:3]=1.Cl.C[N:41](C)CCCN=C=NCC.[NH4+].ON1C2C=CC=CC=2N=N1.CN(C)C=O>O>[Cl:1][C:2]1[N:7]=[C:6]([CH2:8][O:9][C:10]2[CH:11]=[C:12]([O:28][C:29]3[CH:30]=[CH:31][C:32]([S:35]([CH3:38])(=[O:36])=[O:37])=[CH:33][CH:34]=3)[CH:13]=[C:14]3[C:18]=2[NH:17][C:16]([C:19]2[S:20][CH:21]([CH2:24][C:25]([NH2:41])=[O:26])[CH2:22][N:23]=2)=[CH:15]3)[CH:5]=[CH:4][CH:3]=1 |f:1.2,3.4|. Reported procedure: A mixture of (2-{7-[(6-chloropyridin-2-yl)methoxy]-5-[4-(methylsulfonyl)phenoxy]-1H-indol-2-yl}-4,5-dihydro-1,3-thiazol-5-yl)acetic acid (180 mg), 1-[3-(dimethylamino)propyl-3-ethylcarbodiimide hydrochloride (161 mg), 1-hydroxybenzotriazole ammonium salt (128 mg) and N,N-dimethylformamide (10 mL) was stirred at room temperature for 15.5 hr. Water was added to the reaction solution, and the precipitated solid was collected by filtration, and washed successively with water, ethanol and diethyl eth...